The task is: describe an organic reaction: reactants, conditions, products, and yield. This data is from the Open Reaction Database (ORD), a public repository of structured organic reaction records. Starting materials: ClCCl (Dichloromethane), FC=1C=C(C(=C(C1)C(C)N)OC)Cl (1-(5-Fluoro-2-methoxy-3-chlorophenyl)ethanamine), FC1=C(C=CC(=C1)F)S(=O)(=O)C (2,4-difluoro-1-methanesulfonyl-benzene), C(C)(C)N(C(C)C)CC (N,N-diisopropylethylamine). The solvent is CN(C=O)C (N,N-dimethylformamide). The product is FC=1C=CC(=C(C1)NC(C)C1=C(C(=CC(=C1)F)Cl)OC)S(=O)(=O)C (5-fluoro-N-(1-(5-fluoro-2-methoxy-3-chlorophenyl)ethyl)-2-(methylsulfonyl)benzenamine). Isolated yield 25.6%. RXN SMILES: [F:1][C:2]1[CH:3]=[C:4]([Cl:13])[C:5]([O:11][CH3:12])=[C:6]([CH:8]([NH2:10])[CH3:9])[CH:7]=1.F[C:15]1[CH:20]=[C:19]([F:21])[CH:18]=[CH:17][C:16]=1[S:22]([CH3:25])(=[O:24])=[O:23].C(N(CC)C(C)C)(C)C.ClCCl>CN(C)C=O>[F:21][C:19]1[CH:20]=[CH:15][C:16]([S:22]([CH3:25])(=[O:24])=[O:23])=[C:17]([NH:10][CH:8]([C:6]2[CH:7]=[C:2]([F:1])[CH:3]=[C:4]([Cl:13])[C:5]=2[O:11][CH3:12])[CH3:9])[CH:18]=1. Procedure details: A solution of 1-(5-Fluoro-2-methoxy-3-chlorophenyl)ethanamine (0.38 g, 1.87 mmol), 2,4-difluoro-1-methanesulfonyl-benzene (0.3 g, 1.56 mmol) and N,N-diisopropylethylamine (1.4 mL, 7.81 mmol) in N,N-dimethylformamide (10 mL) was stirred at 110° C. for 18 h. Dichloromethane was added (20 mL) and washed with water (2×20), brine (20 mL), dried, and concentrated under reduced pressure to the crude compound which was purified by silica gel column (20% ethyl acetate in hexanes) to afford 5-fluoro-N-(1-... Reported procedure: The title product was prepared from 4-hydroxy-isobenzofuran-1,3-dione and N-methyl-N-phenylcarbamoyl chloride. The crude product was subjected to preparative HPLC (50%, white solid). HPLC-MS: m/z=298.1 (M+1); Rt: 2.58 min, purity: 85%. The product is O=C1OC(C2=C(C=CC=C12)OC(N(C1=CC=CC=C1)C)=O)=O (Methyl-phenyl-carbamic acid 1,3-dioxo-1,3-dihydro-isobenzofuran-4-yl ester). RXN SMILES: [OH:1][C:2]1[CH:10]=[CH:9][CH:8]=[C:7]2[C:3]=1[C:4](=[O:12])[O:5][C:6]2=[O:11].[CH3:13][N:14]([C:18]1[CH:23]=[CH:22][CH:21]=[CH:20][CH:19]=1)[C:15](Cl)=[O:16]>>[O:11]=[C:6]1[C:7]2[C:3](=[C:2]([O:1][C:15](=[O:16])[N:14]([CH3:13])[C:18]3[CH:23]=[CH:22][CH:21]=[CH:20][CH:19]=3)[CH:10]=[CH:9][CH:8]=2)[C:4](=[O:12])[O:5]1. Starting materials: OC1=C2C(OC(C2=CC=C1)=O)=O (4-hydroxy-isobenzofuran-1,3-dione), CN(C(=O)Cl)C1=CC=CC=C1 (N-methyl-N-phenylcarbamoyl chloride), crude product.